From a dataset of the Open Reaction Database (ORD), a public repository of structured organic reaction records. describe an organic reaction: reactants, conditions, products, and yield Starting materials: CC(Br)C(=O)Br, [Li]CCCC, CCCCCC, CN1C(=O)NC(C)(C)C1(C)C, O=P([O-])([O-])[O-], C1CCOC1. The product is CC(Br)C(=O)N1C(=O)N(C)C(C)(C)C1(C)C. Reaction SMILES: [Br:23][CH:24]([C:25](=[O:26])[Br:27])[CH3:28].[CH2:12]([Li:13])[CH2:14][CH2:15][CH3:16].[CH3:17][CH2:18][CH2:19][CH2:20][CH2:21][CH3:22].[CH3:1][N:2]1[C:3](=[O:11])[NH:4][C:5]([CH3:9])([CH3:10])[C:6]1([CH3:7])[CH3:8].[O-:29][P:30](=[O:31])([O-:32])[O-:33].[O:34]1[CH2:35][CH2:36][CH2:37][CH2:38]1>>[CH3:1][N:2]1[C:3](=[O:11])[N:4]([C:25]([CH:24]([Br:23])[CH3:28])=[O:26])[C:5]([CH3:9])([CH3:10])[C:6]1([CH3:7])[CH3:8]. The reactants are NC1CC2=CC=C(C=C2C1)C=1CCC(NN1)=O (2-amino-5-[4,5-dihydropyridazin-3(2H)-on-6-yl]indane), C12(C(=O)CC(CC1)C2(C)C)CS(=O)(=O)O ((+)-camphorsulfonic acid). The solvent is C(C)O (ethanol). Product: NC1CC2=CC=C(C=C2C1)C=1CCC(NN1)=O.C12(C(=O)CC(CC1)C2(C)C)CS(=O)(=O)[O-] (2-amino-5-[4,5-dihydropyridazin-3(2H)-on-6-yl]indane·(+)-camphorsulfonate). As a reaction SMILES: [NH2:1][CH:2]1[CH2:10][C:9]2[C:4](=[CH:5][CH:6]=[C:7]([C:11]3[CH2:12][CH2:13][C:14](=[O:17])[NH:15][N:16]=3)[CH:8]=2)[CH2:3]1.[C:18]12([CH2:28][S:29]([OH:32])(=[O:31])=[O:30])[C:25]([CH3:27])([CH3:26])[CH:22]([CH2:23][CH2:24]1)[CH2:21][C:19]2=[O:20]>C(O)C>[NH2:1][CH:2]1[CH2:10][C:9]2[C:4](=[CH:5][CH:6]=[C:7]([C:11]3[CH2:12][CH2:13][C:14](=[O:17])[NH:15][N:16]=3)[CH:8]=2)[CH2:3]1.[C:18]12([CH2:28][S:29]([O-:32])(=[O:30])=[O:31])[C:25]([CH3:27])([CH3:26])[CH:22]([CH2:23][CH2:24]1)[CH2:21][C:19]2=[O:20] |f:3.4|. Reported procedure: In 1,400 ml of ethanol was dissolved 8.41 g of 2-amino-5-[4,5-dihydropyridazin-3(2H)-on-6-yl]indane, and 8.52 g of (+)-camphorsulfonic acid was added to the solution. The resulting salts were recrystallized from ethanol several times to obtain 5.20 g of optically active 2-amino-5-[4,5-dihydropyridazin-3(2H)-on-6-yl]indane·(+)-camphorsulfonate. Reactants: [OH-].[Na+] (sodium hydroxide), C1(=CCCCC1)C(=O)NC1=CC=C(C=C1)C1NC2=CC=C(C=C2CC1(C)C)C(=O)OC (methyl 2-(4-(cyclohex-1-enecarboxamido)phenyl)-3,3-dimethyl-1,2,3,4-tetrahydroquinoline-6-carboxylate). The solvent is O (water), CO (methanol), O (water). Product: C1(=CCCCC1)C(=O)NC1=CC=C(C=C1)C1NC2=CC=C(C=C2CC1(C)C)C(=O)O (2-(4-(cyclohex-1-enecarboxamido)phenyl)-3,3-dimethyl-1,2,3,4-tetrahydroquinoline-6-carboxylic acid). The yield is 47.5%. As a reaction SMILES: [C:1]1([C:7]([NH:9][C:10]2[CH:15]=[CH:14][C:13]([CH:16]3[C:25]([CH3:27])([CH3:26])[CH2:24][C:23]4[C:18](=[CH:19][CH:20]=[C:21]([C:28]([O:30]C)=[O:29])[CH:22]=4)[NH:17]3)=[CH:12][CH:11]=2)=[O:8])[CH2:6][CH2:5][CH2:4][CH2:3][CH:2]=1.[OH-].[Na+]>CO.O>[C:1]1([C:7]([NH:9][C:10]2[CH:11]=[CH:12][C:13]([CH:16]3[C:25]([CH3:27])([CH3:26])[CH2:24][C:23]4[C:18](=[CH:19][CH:20]=[C:21]([C:28]([OH:30])=[O:29])[CH:22]=4)[NH:17]3)=[CH:14][CH:15]=2)=[O:8])[CH2:6][CH2:5][CH2:4][CH2:3][CH:2]=1 |f:1.2|. Procedure: A mixture of methyl 2-(4-(cyclohex-1-enecarboxamido)phenyl)-3,3-dimethyl-1,2,3,4-tetrahydroquinoline-6-carboxylate (217 mg, 0.52 mmol) in methanol (3 mL) and water (1.5 mL) was treated with a solution of sodium hydroxide (353 mg, 2.63 mmol) in water (1.5 mL) was heated to reflux until the completion of the reaction (monitored by Thin layer chromatography). The methanol was removed under vacuum. The residue was acidified with 2M hydrochloric acid to pH=1. The precipitates were collected by filtra... Reactants: FC1=C(C=C(C=C1)OC)C(C(=O)O)OC ((RS)-(2-Fluoro-5-methoxy-phenyl)-methoxy-acetic acid), NCC1=CC=C(C#N)C=C1 (4-aminomethyl benzonitrile). Yields the product C(#N)C1=CC=C(CNC(C(OC)C2=C(C=CC(=C2)OC)F)=O)C=C1 ((RS)-N-(4-cyano-benzyl)-2-(2-fluoro-5-methoxy-phenyl)-2-methoxy-acetamide). RXN SMILES: [F:1][C:2]1[CH:7]=[CH:6][C:5]([O:8][CH3:9])=[CH:4][C:3]=1[CH:10]([O:14][CH3:15])[C:11]([OH:13])=O.[NH2:16][CH2:17][C:18]1[CH:25]=[CH:24][C:21]([C:22]#[N:23])=[CH:20][CH:19]=1>>[C:17]([C:18]1[CH:25]=[CH:24][C:21]([CH2:22][NH:23][C:11](=[O:13])[CH:10]([C:3]2[CH:4]=[C:5]([O:8][CH3:9])[CH:6]=[CH:7][C:2]=2[F:1])[O:14][CH3:15])=[CH:20][CH:19]=1)#[N:16]. Procedure: (RS)-(2-Fluoro-5-methoxy-phenyl)-methoxy-acetic acid was coupled with 4-aminomethyl benzonitrile according to general procedure C to give (RS)-N-(4-cyano-benzyl)-2-(2-fluoro-5-methoxy-phenyl)-2-methoxy-acetamide. Colorless gum.